This data is from the Open Reaction Database (ORD), a public repository of structured organic reaction records. The task is: describe an organic reaction: reactants, conditions, products, and yield The reactants are C1CCNC1, CN(C)C=O, CCn1cc(C(=O)O)c(=O)c2cc(F)c(N3CCOC(CCl)C3)c(F)c21, [I-], [Na+]. Product: CCn1cc(C(=O)O)c(=O)c2cc(F)c(N3CCOC(CN4CCCC4)C3)c(F)c21. RXN SMILES: [CH2:27]1[CH2:28][CH2:29][NH:30][CH2:31]1.[CH3:34][N:35]([CH3:36])[CH:37]=[O:38].[Cl:1][CH2:2][CH:3]1[O:4][CH2:5][CH2:6][N:7]([c:9]2[c:10]([F:26])[cH:11][c:12]3[c:13](=[O:25])[c:14]([C:22](=[O:23])[OH:24])[cH:15][n:16]([CH2:20][CH3:21])[c:17]3[c:18]2[F:19])[CH2:8]1.[I-:33].[Na+:32]>>[CH2:2]([CH:3]1[O:4][CH2:5][CH2:6][N:7]([c:9]2[c:10]([F:26])[cH:11][c:12]3[c:13](=[O:25])[c:14]([C:22](=[O:23])[OH:24])[cH:15][n:16]([CH2:20][CH3:21])[c:17]3[c:18]2[F:19])[CH2:8]1)[N:30]1[CH2:29][CH2:28][CH2:27][CH2:31]1. Run at temperature 100 celsius, time 18 hour. The reagents and catalysts are C(C)(C)C1=C(C(=CC=C1)C(C)C)N1C(N(C=C1)C1=C(C=CC=C1C(C)C)C(C)C)=[Pd-2](C1=NC=CC=C1Cl)Cl ([1,3-bis-(2,6-diisopropylphenyl)-imidazol-2-ylidene]-(3-chloropyridyl)palladium(II)-chloride). Product: CN(C1(CCC(CC1)(O)CCCC1=C(NC2=CC=CC=C12)[Si](CC)(CC)CC)C=1SC=CC1)C (4-dimethylamino-4-(thiophen-2-yl)-1-(3-(2-(triethylsilyl)-1H-indol-3-yl)propyl)cyclohexanol). The reactants are CN(C1(CCC(CC1)(O)CCCC#C[Si](CC)(CC)CC)C=1SC=CC1)C (4-dimethylamino-4-(thiophen-2-yl)-1-(5-(triethylsilyl)pent-4-inyl)cyclohexanol), IC1=C(N)C=CC=C1 (2-iodoaniline), C([O-])([O-])=O.[Na+].[Na+] (sodium carbonate). Procedure: A mixture of 4-dimethylamino-4-(thiophen-2-yl)-1-(5-(triethylsilyl)pent-4-inyl)cyclohexanol (3.00 g, 7.4 mmol), 2-iodoaniline (1.94 g, 8.9 mmol), [1,3-bis-(2,6-diisopropylphenyl)-imidazol-2-ylidene]-(3-chloropyridyl)palladium(II)-chloride (PEPPSI, 503 mg, 0.74 mmol) and sodium carbonate (3.92 g, 37 mmol) was evacuated for 30 min (oil pump). It was then flushed with argon and absolute N,N-dimethylformamide (10 mL, previously flushed for 1 h with argon) was added by syringe via a Schlenk tube. The... Reaction SMILES: [CH3:1][N:2]([CH3:27])[C:3]1([C:22]2[S:23][CH:24]=[CH:25][CH:26]=2)[CH2:8][CH2:7][C:6]([CH2:10][CH2:11][CH2:12][C:13]#[C:14][Si:15]([CH2:20][CH3:21])([CH2:18][CH3:19])[CH2:16][CH3:17])([OH:9])[CH2:5][CH2:4]1.I[C:29]1[CH:35]=[CH:34][CH:33]=[CH:32][C:30]=1[NH2:31].C(=O)([O-])[O-].[Na+].[Na+]>C(C1C=CC=C(C(C)C)C=1N1C=CN(C2C(C(C)C)=CC=CC=2C(C)C)C1=[Pd-2](Cl)C1C(Cl)=CC=CN=1)(C)C>[CH3:27][N:2]([CH3:1])[C:3]1([C:22]2[S:23][CH:24]=[CH:25][CH:26]=2)[CH2:8][CH2:7][C:6]([CH2:10][CH2:11][CH2:12][C:13]2[C:32]3[C:30](=[CH:29][CH:35]=[CH:34][CH:33]=3)[NH:31][C:14]=2[Si:15]([CH2:18][CH3:19])([CH2:20][CH3:21])[CH2:16][CH3:17])([OH:9])[CH2:5][CH2:4]1 |f:2.3.4|.